This data is from the Open Reaction Database (ORD), a public repository of structured organic reaction records. The task is: describe an organic reaction: reactants, conditions, products, and yield The reactants are [OH-].[Na+] (sodium hydroxide), CC(COC)OC1=NC(=C2N=C(N(C2=N1)CC1COCCC1)OC)N (2-{[1-methyl-2-(methoxy)ethyl]oxy}-8-(methyloxy)-9-(tetrahydro-2H-pyran-3-ylmethyl)-9H-purin-6-amine), Cl (hydrogen chloride). The solvent is O (water), CO (methanol), O1CCOCC1 (1,4-dioxane). Conditions: time 1 hour. Yields the product NC1=C2NC(N(C2=NC(=N1)OC(COC)C)CC1COCCC1)=O (6-Amino-2-{[1-methyl-2-(methoxy)ethyl]oxy}-9-(tetrahydro-2H-pyran-3-ylmethyl)-7,9-dihydro-8H-Purin-8-one). RXN SMILES: [CH3:1][CH:2]([O:6][C:7]1[N:15]=[C:14]2[C:10]([N:11]=[C:12]([O:23]C)[N:13]2[CH2:16][CH:17]2[CH2:22][CH2:21][CH2:20][O:19][CH2:18]2)=[C:9]([NH2:25])[N:8]=1)[CH2:3][O:4][CH3:5].Cl.[OH-].[Na+]>CO.O1CCOCC1.O>[NH2:25][C:9]1[N:8]=[C:7]([O:6][CH:2]([CH3:1])[CH2:3][O:4][CH3:5])[N:15]=[C:14]2[C:10]=1[NH:11][C:12](=[O:23])[N:13]2[CH2:16][CH:17]1[CH2:22][CH2:21][CH2:20][O:19][CH2:18]1 |f:2.3|. Reported procedure: To a solution of 2-{[1-methyl-2-(methoxy)ethyl]oxy}-8-(methyloxy)-9-(tetrahydro-2H-pyran-3-ylmethyl)-9H-purin-6-amine (290 mg) in dry methanol (12 ml) at room temperature and under nitrogen was added 4.0M hydrogen chloride in 1,4-dioxane (5.0 ml). The reaction was left to stir at room temperature for 1 hour. The reaction was concentrated in vacuo and the resulting residue purified by C18 reverse phase chromatography using water (containing 0.1% formic acid)-acetonitrile (containing 0.05% formic ...